This data is from the Open Reaction Database (ORD), a public repository of structured organic reaction records. The task is: describe an organic reaction: reactants, conditions, products, and yield The reactants are O1C(CCCC1)OC1(CCCCC1)/C=C/CN1C(SCC1=O)CCCC1=CC=C(C(=O)OCC)C=C1 (Ethyl 4-{3-[3-[3-(1-(Tetrahydro-2H-pyran-2-yloxy)cyclohexyl)-(E)-2-propenyl]-4-oxo-2-thiazolidinyl]propyl}benzoate), S(=O)(=O)([O-])C1=CC=C(C)C=C1.[NH+]1=CC=CC=C1 (pyridinium tosylate), [OH-].[Na+] (sodium hydroxide). Solvent: C(C)O (ethanol), O (water). Reaction conditions: time 20 hour. Yields the product OC1(CCCCC1)/C=C/CN1C(SCC1=O)CCCC1=CC=C(C(=O)O)C=C1 (4-{3-[3-[3-(1-Hydroxycyclohexyl)-(E)-2-propenyl]-4-oxo-2-thiazolidinyl]propyl}benzoic Acid). RXN SMILES: O1CCCCC1[O:7][C:8]1(/[CH:14]=[CH:15]/[CH2:16][N:17]2[C:21](=[O:22])[CH2:20][S:19][CH:18]2[CH2:23][CH2:24][CH2:25][C:26]2[CH:36]=[CH:35][C:29]([C:30]([O:32]CC)=[O:31])=[CH:28][CH:27]=2)[CH2:13][CH2:12][CH2:11][CH2:10][CH2:9]1.S(C1C=CC(C)=CC=1)([O-])(=O)=O.[NH+]1C=CC=CC=1.[OH-].[Na+]>C(O)C.O>[OH:7][C:8]1(/[CH:14]=[CH:15]/[CH2:16][N:17]2[C:21](=[O:22])[CH2:20][S:19][CH:18]2[CH2:23][CH2:24][CH2:25][C:26]2[CH:27]=[CH:28][C:29]([C:30]([OH:32])=[O:31])=[CH:35][CH:36]=2)[CH2:9][CH2:10][CH2:11][CH2:12][CH2:13]1 |f:1.2,3.4|. Reported procedure: A solution of the ester product of Step B above (4.5 g., 8.7 mmole) and pyridinium tosylate (220 mg., 0.87 mmole) in ethanol (50 ml.) is let stand at 25° C. for 2.5 hours. To this reaction solution is added a solution of sodium hydroxide (1.2 g., 30 mmole) in water (12 ml.). The resulting soluton is let stand at 25° C. for 20 hours. The ethanol is then evaporated at reduced pressure. The residue is dissolved in water, and the solution acidified with 2 N hydrochloric acid to precipitate the produ... The solvent is CS(=O)C (DMSO). Product: CC(=CCON1C(C=2C(C1=O)=CC=CC2)=O)C (N-(3-Methyl-2-butenyl)oxyphthalimide). Reported procedure: Potassium carbonate (7.55 g, 54.6 mmol) was added to a solution of N-hydroxyphthalimide (13.93 g, 85.4 mmol) in 150 mL of DMSO to give a wine-red colored solution. 4-Bromo-2-methyl-2-butene (20 g, 134 mmol) was added to the solution dropwise and the reaction was stirred for 16 hours at room temperature. The reaction was poured into 600 mL of ice water to give a white crystalline solid. The crude crystalline product was filtered, washed with ice water, and air dried. The crystalline product was r... Starting materials: ice water, C([O-])([O-])=O.[K+].[K+] (Potassium carbonate), ON1C(C=2C(C1=O)=CC=CC2)=O (N-hydroxyphthalimide), BrCC=C(C)C (4-Bromo-2-methyl-2-butene). Conditions: time 16 hour. As a reaction SMILES: C(=O)([O-])[O-].[K+].[K+].[OH:7][N:8]1[C:12](=[O:13])[C:11]2=[CH:14][CH:15]=[CH:16][CH:17]=[C:10]2[C:9]1=[O:18].Br[CH2:20][CH:21]=[C:22]([CH3:24])[CH3:23]>CS(C)=O>[CH3:23][C:22]([CH3:24])=[CH:21][CH2:20][O:7][N:8]1[C:9](=[O:18])[C:10]2=[CH:17][CH:16]=[CH:15][CH:14]=[C:11]2[C:12]1=[O:13] |f:0.1.2|. The reactants are C(C)(C)N1CCC(CC1)OC=1C=C2C=CC(=NC2=CC1)C(=O)O (6-(1-isopropyl-piperidin-4-yloxy)-quinoline-2-carboxylic acid), Cl (hydrochloride), C(C(C)C)N (isobutylamine), C(=O)(N1C=NC=C1)N1C=NC=C1 (1,1′-carbonyl-diimidazole). Product: C(C(C)C)NC(=O)C1=NC2=CC=C(C=C2C=C1)OC1CCN(CC1)C(C)C (6-(1-isopropyl-piperidin-4-yloxy)-quinoline-2-carboxylic acid isobutyl-amide). RXN SMILES: [CH:1]([N:4]1[CH2:9][CH2:8][CH:7]([O:10][C:11]2[CH:12]=[C:13]3[C:18](=[CH:19][CH:20]=2)[N:17]=[C:16]([C:21]([OH:23])=O)[CH:15]=[CH:14]3)[CH2:6][CH2:5]1)([CH3:3])[CH3:2].Cl.[CH2:25]([NH2:29])[CH:26]([CH3:28])[CH3:27].C(N1C=CN=C1)(N1C=CN=C1)=O>>[CH2:25]([NH:29][C:21]([C:16]1[CH:15]=[CH:14][C:13]2[C:18](=[CH:19][CH:20]=[C:11]([O:10][CH:7]3[CH2:8][CH2:9][N:4]([CH:1]([CH3:2])[CH3:3])[CH2:5][CH2:6]3)[CH:12]=2)[N:17]=1)=[O:23])[CH:26]([CH3:28])[CH3:27]. Procedure: According to the procedure described for the synthesis of example 1, (6-(1-isopropyl-piperidin-4-yloxy)-quinoline-2-carboxylic acid isobutyl-amide was synthesized from 6-(1-isopropyl-piperidin-4-yloxy)-quinoline-2-carboxylic acid 1:1 hydrochloride, isobutylamine (commercially available) and 1,1′-carbonyl-diimidazole. MS (m/e): 370.6 (M+H). Starting materials: O (water), C([O-])(O)=O.[Na+] (sodium bicarbonate), CN1C(N(C2=C1C=CC(=C2)C=C(C)[N+](=O)[O-])C)=O (1,3-Dimethyl-5-(2-nitro-propenyl)-1,3-dihydro-benzoimidazol-2-one), Cl (hydrochloric acid). The reagents and catalysts are [Fe] (iron), O.O.O.O.O.O.[Fe](Cl)(Cl)Cl (iron trichloride hexahydrate). The solvent is CO (methanol). Reaction conditions: temperature 75 celsius, time 2.5 hour. The product is CN1C(N(C2=C1C=CC(=C2)CC(C)=O)C)=O (1,3-Dimethyl-5-(2-oxo-propyl)-1,3-dihydro-benzoimidazol-2-one). Reaction SMILES: [CH3:1][N:2]1[C:6]2[CH:7]=[CH:8][C:9]([CH:11]=[C:12]([N+]([O-])=O)[CH3:13])=[CH:10][C:5]=2[N:4]([CH3:17])[C:3]1=[O:18].O.Cl.C(=O)(O)[O-:22].[Na+]>CO.[Fe].O.O.O.O.O.O.[Fe](Cl)(Cl)Cl>[CH3:1][N:2]1[C:6]2[CH:7]=[CH:8][C:9]([CH2:11][C:12](=[O:22])[CH3:13])=[CH:10][C:5]=2[N:4]([CH3:17])[C:3]1=[O:18] |f:3.4,7.8.9.10.11.12.13|. Procedure details: 1,3-Dimethyl-5-(2-nitro-propenyl)-1,3-dihydro-benzoimidazol-2-one (2.23 g) was dissolved in methanol (15 mL) and water (40 mL) and treated sequentially with iron (1.67 g) and iron trichloride hexahydrate (174.3 mg). After heating to 75° C. concentrated hydrochloric acid (8 mL) was added in portions over 0.5 hours. The mixture was stirred at 75° C. for 2.5 hours, cooled, treated with saturated sodium bicarbonate and extracted into ethyl acetate The organic layer was dried over sodium sulfate, and... The reactants are [OH-].[Na+] (sodium hydroxide), COC(CN1C(=C(C2=CC(=CC=C12)F)CC=1C(=NC=CC1)S(=O)(=O)C1=CC=C(C=C1)Cl)C)=O ({3-[2-(4-chlorobenzenesulfonyl)pyridin-3-ylmethyl]-5-fluoro-2-methylindol-1-yl}acetic acid methyl ester), Cl (hydrochloric acid). Run in O1CCCC1 (tetrahydrofuran). Reaction conditions: temperature 40 celsius, time 3 hour. Product: ClC1=CC=C(C=C1)S(=O)(=O)C1=NC=CC=C1CC1=C(N(C2=CC=C(C=C12)F)CC(=O)O)C ({3-[2-(4-chlorobenzenesulfonyl)pyridin-3-ylmethyl]-5-fluoro-2-methylindol-1-yl}acetic acid). Yield: 21.1%. As a reaction SMILES: C[O:2][C:3](=[O:33])[CH2:4][N:5]1[C:13]2[C:8](=[CH:9][C:10]([F:14])=[CH:11][CH:12]=2)[C:7]([CH2:15][C:16]2[C:17]([S:22]([C:25]3[CH:30]=[CH:29][C:28]([Cl:31])=[CH:27][CH:26]=3)(=[O:24])=[O:23])=[N:18][CH:19]=[CH:20][CH:21]=2)=[C:6]1[CH3:32].[OH-].[Na+].Cl>O1CCCC1>[Cl:31][C:28]1[CH:29]=[CH:30][C:25]([S:22]([C:17]2[C:16]([CH2:15][C:7]3[C:8]4[C:13](=[CH:12][CH:11]=[C:10]([F:14])[CH:9]=4)[N:5]([CH2:4][C:3]([OH:33])=[O:2])[C:6]=3[CH3:32])=[CH:21][CH:20]=[CH:19][N:18]=2)(=[O:24])=[O:23])=[CH:26][CH:27]=1 |f:1.2|. Reported procedure: A mixture of {3-[2-(4-chlorobenzenesulfonyl)pyridin-3-ylmethyl]-5-fluoro-2-methylindol-1-yl}acetic acid methyl ester (0.19 g) and tetrahydrofuran (1.5 mL) was treated with 5.0 M aqueous sodium hydroxide solution (2.0 mL), and the resulting mixture was stirred at 40° C. for 3 hours. The mixture was acidified by the addition of 5.0 M aqueous hydrochloric acid solution and concentrated under reduced pressure. The residue was purified by preparative reverse-phase HPLC, eluting with a mixture of acet... The reactants are C1(=CC=CC=C1)P(=O)(C1=CC=CC=C1)OC=1[C@@H]([C@@H]2N(C1C(=O)OCC1=CC=C(C=C1)[N+](=O)[O-])C([C@@H]2[C@@H](C)O)=O)C (p-nitrobenzyl (1R,5S,6S)-2-diphenylphosphoryloxy-6-[(R)-1-hydroxyethyl]-1-methylcarbapen-2-em-3-carboxylate), C(C)(C)N(CC)C(C)C (diisopropylethylamine), C(C)(=O)SC1CN(C1)C=1SC=C(N1)C#N (3-acetylthio-1-(4-cyano-1,3-thiazol-2-yl)azetidine), C(C)(=O)O.NN (hydrazine acetate), C(O)([O-])=O.[Na+] (sodium hydrogencarbonate). The solvent is C(C)#N (acetonitrile), CN(C=O)C (dimethylformamide), C(C)(=O)OCC (ethyl acetate). Conditions: time 1 hour. Product: C(#N)C=1N=C(SC1)N1CC(C1)SC=1[C@@H]([C@H]2N(C1C(=O)OCC1=CC=C(C=C1)[N+](=O)[O-])C([C@@H]2[C@@H](C)O)=O)C (p-nitrobenzyl (1R,5S,6S)-2-[1-(4-cyano-1,3-thiazol-2-yl)azetidin-3-yl]thio-6-[(R)-1-hydroxyethyl]-1-methylcarbapen-2-em-3-carboxylate). Yield: 95.8%. As a reaction SMILES: C([S:4][CH:5]1[CH2:8][N:7]([C:9]2[S:10][CH:11]=[C:12]([C:14]#[N:15])[N:13]=2)[CH2:6]1)(=O)C.C(O)(=O)C.NN.C1(P(O[C:37]2[C@H:38]([CH3:61])[C@H:39]3[C@@H:56]([C@H:57]([OH:59])[CH3:58])[C:55](=[O:60])[N:40]3[C:41]=2[C:42]([O:44][CH2:45][C:46]2[CH:51]=[CH:50][C:49]([N+:52]([O-:54])=[O:53])=[CH:48][CH:47]=2)=[O:43])(C2C=CC=CC=2)=O)C=CC=CC=1.C(N(C(C)C)CC)(C)C.C(=O)([O-])O.[Na+]>CN(C)C=O.C(#N)C.C(OCC)(=O)C>[C:14]([C:12]1[N:13]=[C:9]([N:7]2[CH2:8][CH:5]([S:4][C:37]3[C@H:38]([CH3:61])[C@@H:39]4[C@@H:56]([C@H:57]([OH:59])[CH3:58])[C:55](=[O:60])[N:40]4[C:41]=3[C:42]([O:44][CH2:45][C:46]3[CH:47]=[CH:48][C:49]([N+:52]([O-:54])=[O:53])=[CH:50][CH:51]=3)=[O:43])[CH2:6]2)[S:10][CH:11]=1)#[N:15] |f:1.2,5.6|. Procedure: To a solution of 3-acetylthio-1-(4-cyano-1,3-thiazol-2-yl)azetidine (760 mg, 3.18 mmol) (obtained as described in Reference Example 4) in dimethylformamide (38 ml) was added hydrazine acetate (351 mg, 3.81 mmol) at room temperature under an atmosphere of nitrogen and the mixture was stirred for 1 hour. After checking the completion of the reaction, a solution of p-nitrobenzyl (1R,5S,6S)-2-diphenylphosphoryloxy-6-[(R)-1-hydroxyethyl]-1-methylcarbapen-2-em-3-carboxylate (1.89 g, 3.18 mmol) in acet...